From a dataset of the Open Reaction Database (ORD), a public repository of structured organic reaction records. describe an organic reaction: reactants, conditions, products, and yield Starting materials: O=C([O-])O, COCN(c1cc(Cl)cnc1C(=O)c1ccc(C)nc1)S(=O)(=O)c1ccc(Cl)c(C(F)(F)F)c1, Cl, [Na+], C1COCCO1, O. Yields the product Cc1ccc(C(=O)c2ncc(Cl)cc2NS(=O)(=O)c2ccc(Cl)c(C(F)(F)F)c2)cn1. Reaction SMILES: [C:43](=[O:44])([OH:45])[O-:46].[Cl:1][c:2]1[c:3]([C:31]([F:32])([F:33])[F:34])[cH:4][c:5]([S:8](=[O:9])(=[O:10])[N:11]([CH2:12][O:13][CH3:14])[c:15]2[c:16]([C:22](=[O:23])[c:24]3[cH:25][n:26][c:27]([CH3:30])[cH:28][cH:29]3)[n:17][cH:18][c:19]([Cl:21])[cH:20]2)[cH:6][cH:7]1.[ClH:35].[Na+:47].[O:36]1[CH2:37][CH2:38][O:39][CH2:40][CH2:41]1.[OH2:42]>>[Cl:1][c:2]1[c:3]([C:31]([F:32])([F:33])[F:34])[cH:4][c:5]([S:8](=[O:9])(=[O:10])[NH:11][c:15]2[c:16]([C:22](=[O:23])[c:24]3[cH:25][n:26][c:27]([CH3:30])[cH:28][cH:29]3)[n:17][cH:18][c:19]([Cl:21])[cH:20]2)[cH:6][cH:7]1. Starting materials: COC(=O)C(=O)c1cc(Cl)c(OCCOc2ccc3ccccc3c2)c(Cl)c1, CCCCCC, CO, [Na+], C1CCOC1, [OH-], O, c1ccccc1, c1ccccc1. The product is O=C(O)C(=O)c1cc(Cl)c(OCCOc2ccc3ccccc3c2)c(Cl)c1. RXN SMILES: [CH3:1][O:2][C:3]([C:4]([c:5]1[cH:6][c:7]([Cl:26])[c:8]([O:12][CH2:13][CH2:14][O:15][c:16]2[cH:17][c:18]3[cH:19][cH:20][cH:21][cH:22][c:23]3[cH:24][cH:25]2)[c:9]([Cl:11])[cH:10]1)=[O:27])=[O:28].[CH3:31][CH2:32][CH2:33][CH2:34][CH2:35][CH3:36].[CH3:49][OH:50].[Na+:30].[O:51]1[CH2:52][CH2:53][CH2:54][CH2:55]1.[OH-:29].[OH2:56].[cH:37]1[cH:38][cH:39][cH:40][cH:41][cH:42]1.[cH:43]1[cH:44][cH:45][cH:46][cH:47][cH:48]1>>[O:2]=[C:3]([C:4]([c:5]1[cH:6][c:7]([Cl:26])[c:8]([O:12][CH2:13][CH2:14][O:15][c:16]2[cH:17][c:18]3[cH:19][cH:20][cH:21][cH:22][c:23]3[cH:24][cH:25]2)[c:9]([Cl:11])[cH:10]1)=[O:27])[OH:28]. The product is OC1=CC=C(C=C1)C=1C=C(C2=C(N1)N(N=C2C)C2OCCCC2)C(=O)O (6-(4-Hydroxy-phenyl)-3-methyl-1-(tetrahydro-pyran-2-yl)-1H-pyrazolo[3,4-b]pyridine-4-carboxylic acid). Reaction conditions: time 90 minute. Reported procedure: A mixture of 6-(4-hydroxy-phenyl)-3-methyl-1H-pyrazolo[3,4-b]pyridine-4-carboxylic acid methyl ester (10.9 g) and sodium hydroxide solution (1N, 80 mL) in isopropanol (80 mL) was stirred at r.t. for 90 min. The pH was adjusted to 3 with 1N HCl and the mixture was poured onto water. The precipitate formed was filtered off and dried in air to give 6-(4-Hydroxy-phenyl)-3-methyl-1-(tetrahydro-pyran-2-yl)-1H-pyrazolo[3,4-b]pyridine-4-carboxylic acid (10.2 g, 97% yield). As a reaction SMILES: C[O:2][C:3]([C:5]1[C:6]2[C:20]([CH3:21])=[N:19][NH:18][C:7]=2[N:8]=[C:9]([C:11]2[CH:16]=[CH:15][C:14]([OH:17])=[CH:13][CH:12]=2)[CH:10]=1)=[O:4].[OH-:22].[Na+].Cl>C(O)(C)C>[OH:17][C:14]1[CH:15]=[CH:16][C:11]([C:9]2[CH:10]=[C:5]([C:3]([OH:2])=[O:4])[C:6]3[C:20]([CH3:21])=[N:19][N:18]([CH:7]4[CH2:6][CH2:5][CH2:10][CH2:9][O:22]4)[C:7]=3[N:8]=2)=[CH:12][CH:13]=1 |f:1.2|. Starting materials: COC(=O)C=1C2=C(N=C(C1)C1=CC=C(C=C1)O)NN=C2C (6-(4-hydroxy-phenyl)-3-methyl-1H-pyrazolo[3,4-b]pyridine-4-carboxylic acid methyl ester), [OH-].[Na+] (sodium hydroxide), Cl (HCl). Isolated yield 97.0%. Run in C(C)(C)O (isopropanol). The reactants are BrCC(=O)OC (methyl bromoacetate), ClC1=C(C(C(=O)OC)=CC=C1)O (methyl 3-chlorosalicylate), C(=O)([O-])[O-].[K+].[K+] (K2CO3). The solvent is CC(=O)C (acetone), CC(=O)C (acetone). Run at time 18 hour. Yields the product COC=1C(C=CC(=O)OC)=CC=CC1Cl (Methyl (Methyl 3-Chlorosalicylyl)acetate). The yield is 116.7%. RXN SMILES: [Cl:1][C:2]1[CH:11]=[CH:10][CH:9]=[C:4]([C:5](OC)=O)[C:3]=1[OH:12].[C:13]([O-])([O-])=O.[K+].[K+].Br[CH2:20][C:21]([O:23][CH3:24])=[O:22]>CC(C)=O>[CH3:13][O:12][C:3]1[C:4](=[CH:9][CH:10]=[CH:11][C:2]=1[Cl:1])[CH:5]=[CH:20][C:21]([O:23][CH3:24])=[O:22] |f:1.2.3|. Reported procedure: A mixture of 3-chlorosalicylic acid (20.2 g, 0.117 mol), Na2SO4 (5.0 g, 0.035 mol), MeOH (100 mL), and saturated methanolic HCl (40 mL) was heated under reflux for 2 days. The mixture was filtered, concentrated, and partitioned between ether and H2O. The organic phase was washed with saturated aqueous NaHCO3, dried (MgSO4) and concentrated to give a yellow oil (17.4 g). A mixture of methyl 3-chlorosalicylate (17.4 g, 0.093 mol), K2CO3 (12.9 g, 0.093 mol), and acetone (100 mL) was heated for 10 m... Starting materials: CC(C)(C)OC(=O)C(Cc1ccccc1)NCc1sccc1Br, CCN(C(C)C)C(C)C, O=C(Cl)c1ccc(Cl)cc1Cl, ClCCl. Yields the product CC(C)(C)OC(=O)C(Cc1ccccc1)N(Cc1sccc1Br)C(=O)c1ccc(Cl)cc1Cl. As a reaction SMILES: [C:1]([CH3:2])([CH3:3])([CH3:4])[O:5][C:6]([CH:7]([CH2:8][c:9]1[cH:10][cH:11][cH:12][cH:13][cH:14]1)[NH:15][CH2:16][c:17]1[s:18][cH:19][cH:20][c:21]1[Br:22])=[O:23].[CH:38]([N:39]([CH2:40][CH3:41])[CH:42]([CH3:43])[CH3:44])([CH3:45])[CH3:46].[Cl:24][c:25]1[c:26]([C:27](=[O:28])[Cl:29])[cH:30][cH:31][c:32]([Cl:34])[cH:33]1.[Cl:35][CH2:36][Cl:37]>>[C:1]([CH3:2])([CH3:3])([CH3:4])[O:5][C:6]([CH:7]([CH2:8][c:9]1[cH:10][cH:11][cH:12][cH:13][cH:14]1)[N:15]([CH2:16][c:17]1[s:18][cH:19][cH:20][c:21]1[Br:22])[C:27]([c:26]1[c:25]([Cl:24])[cH:33][c:32]([Cl:34])[cH:31][cH:30]1)=[O:28])=[O:23]. Reactants: BrC1=CC(=C(C=C1)C(CC(=O)C=1C=CC(N(C1)C)=O)C1CCCC1)F (5-[3-(4-bromo-2-fluoro-phenyl)-3-cyclopentyl-propionyl]-1-methyl-1H-pyridin-2-one), Cl.NO (hydroxylamine hydrochloride), C(=O)(O)[O-].[Na+] (NaHCO3). Reaction SMILES: [Br:1][C:2]1[CH:7]=[CH:6][C:5]([CH:8]([CH:20]2[CH2:24][CH2:23][CH2:22][CH2:21]2)[CH2:9][C:10]([C:12]2[CH:13]=[CH:14][C:15](=[O:19])[N:16]([CH3:18])[CH:17]=2)=O)=[C:4]([F:25])[CH:3]=1.Cl.[NH2:27][OH:28].C([O-])(O)=O.[Na+]>>[Br:1][C:2]1[CH:7]=[CH:6][C:5]([CH:8]([CH:20]2[CH2:24][CH2:23][CH2:22][CH2:21]2)[CH2:9]/[C:10](/[C:12]2[CH:13]=[CH:14][C:15](=[O:19])[N:16]([CH3:18])[CH:17]=2)=[N:27]\[OH:28])=[C:4]([F:25])[CH:3]=1 |f:1.2,3.4|. Procedure: In analogy to example 151, step 3, 5-[3-(4-bromo-2-fluoro-phenyl)-3-cyclopentyl-propionyl]-1-methyl-1H-pyridin-2-one was reacted with hydroxylamine hydrochloride in the presence of NaHCO3 to give the title compound as a colorless solid, MS (ESI+): m/z=421.1 [M+H]+. Yields the product BrC1=CC(=C(C=C1)C(C\C(=N/O)\C=1C=CC(N(C1)C)=O)C1CCCC1)F (5-{3-(4-Bromo-2-fluoro-phenyl)-3-cyclopentyl-1-[(E)-hydroxyimino]-propyl}-1-methyl-1H-pyridin-2-one). The product is FC1=C(C(=CC=C1)F)S(=O)(=O)NC1=C(C(=CC=C1)C=1N=C(SC1C1=NC(=NC=C1)NCC(C)C)N1CCOCC1)F (2,6-Difluoro-N-{2-fluoro-3-[5-{2-[(2-methylpropyl)amino]-4-pyrimidinyl}-2-(4-morpholinyl)-1,3-thiazol-4-yl]phenyl}benzenesulfonamide). Starting materials: ClC1=NC=CC(=N1)C1=C(N=C(S1)N1CCOCC1)C=1C(=C(C=CC1)NS(=O)(=O)C1=C(C=CC=C1F)F)F (N-{3-[5-(2-chloro-4-pyrimidinyl)-2-(4-morpholinyl)-1,3-thiazol-4-yl]-2-fluorophenyl}-2,6-difluorobenzenesulfonamide), C(C(C)C)N (isobutylamine). Reaction SMILES: Cl[C:2]1[N:7]=[C:6]([C:8]2[S:12][C:11]([N:13]3[CH2:18][CH2:17][O:16][CH2:15][CH2:14]3)=[N:10][C:9]=2[C:19]2[C:20]([F:37])=[C:21]([NH:25][S:26]([C:29]3[C:34]([F:35])=[CH:33][CH:32]=[CH:31][C:30]=3[F:36])(=[O:28])=[O:27])[CH:22]=[CH:23][CH:24]=2)[CH:5]=[CH:4][N:3]=1.[CH2:38]([NH2:42])[CH:39]([CH3:41])[CH3:40]>>[F:36][C:30]1[CH:31]=[CH:32][CH:33]=[C:34]([F:35])[C:29]=1[S:26]([NH:25][C:21]1[CH:22]=[CH:23][CH:24]=[C:19]([C:9]2[N:10]=[C:11]([N:13]3[CH2:18][CH2:17][O:16][CH2:15][CH2:14]3)[S:12][C:8]=2[C:6]2[CH:5]=[CH:4][N:3]=[C:2]([NH:42][CH2:38][CH:39]([CH3:41])[CH3:40])[N:7]=2)[C:20]=1[F:37])(=[O:28])=[O:27]. Reported procedure: Following a procedure analogous to the procedure described in Example 18, Step B using N-{3-[5-(2-chloro-4-pyrimidinyl)-2-(4-morpholinyl)-1,3-thiazol-4-yl]-2-fluorophenyl}-2,6-difluorobenzenesulfonamide (100 mg, 0.176 mmol) and isobutylamine (2 mL) the title compound was obtained as a yellow powder (90 mg, 0.149 mmol, 85% yield). 1H NMR (400 MHz, DMSO-d6): δ 10.87 (s, 1H), 7.86 (d, J=5.3 Hz, 1H), 7.67 (t, J=6.1 Hz, 1H), 7.42 (t, J=7.6 Hz, 1H), 7.21-7.31 (m, 4H), 7.14 (bs, 1H), 5.62 (bs, 1H), 3.7... Starting materials: ClC1=NC(=CC(=C1)C(Cl)(Cl)Cl)Cl (2,6-dichloro-4-(trichloromethyl)pyridine), [Sb](F)(F)F (Antimony trifluoride), ClCl (chlorine). Product: ClC1=NC(=CC(=C1)C(F)(Cl)Cl)Cl (2,6-Dichloro-4-(dichlorofluoromethyl)pyridine). RXN SMILES: [Cl:1][C:2]1[CH:7]=[C:6]([C:8](Cl)([Cl:10])[Cl:9])[CH:5]=[C:4]([Cl:12])[N:3]=1.[Sb](F)(F)[F:14].ClCl>>[Cl:1][C:2]1[CH:7]=[C:6]([C:8]([Cl:10])([Cl:9])[F:14])[CH:5]=[C:4]([Cl:12])[N:3]=1. Procedure: A mixture containing 138.5 grams (0.522 mole) of 2,6-dichloro-4-(trichloromethyl)pyridine and 34 grams (0.187 mole) of Antimony trifluoride was heated to 80°-84° C. and maintained under agitation for 23 minutes. During this step, a slow stream of chlorine gas was passed over the surface of the reaction mixture. The reaction mixture was steam distilled and the crude 2,6- dichloro-4-(dichlorofluoromethyl)pyridine product was purified by fractionation. The product had a boiling point of 74°-76° C. ... The reactants are BrC1=CC=C2CC(NC2=C1)=O (6-Bromo-oxindole), O (water). The reagents and catalysts are [Pd] (palladium), Cl[Pd]([P](C1=CC=CC=C1)(C2=CC=CC=C2)C3=CC=CC=C3)([P](C4=CC=CC=C4)(C5=CC=CC=C5)C6=CC=CC=C6)Cl (dichlorobis(triphenylphosphine)palladium), O.[Cl-].C(C)[N+](CC)(CC)CC (tetraethylammonium chloride hydrate). Solvent: C(C)#N (acetonitrile). Reaction conditions: temperature 85 celsius. Product: O1C(=CC=C1)C1=CC=C2CC(NC2=C1)=O (6-(Furan-2-yl)-oxindole). As a reaction SMILES: Br[C:2]1[CH:10]=[C:9]2[C:5]([CH2:6][C:7](=[O:11])[NH:8]2)=[CH:4][CH:3]=1.[OH2:12]>O.[Cl-].C([N+](CC)(CC)CC)C.C(#N)C.[Pd].Cl[Pd](Cl)([P](C1C=CC=CC=1)(C1C=CC=CC=1)C1C=CC=CC=1)[P](C1C=CC=CC=1)(C1C=CC=CC=1)C1C=CC=CC=1>[O:12]1[CH:4]=[CH:3][CH:2]=[C:10]1[C:2]1[CH:10]=[C:9]2[C:5]([CH2:6][C:7](=[O:11])[NH:8]2)=[CH:4][CH:3]=1 |f:2.3.4,^1:30,49|. Reported procedure: 6-Bromo-oxindole (0.40 g, 1.88 mmol), 2-tributyltinfuran (0.71 mL, 2.26 mmol), and tetraethylammonium chloride hydrate (0.31 g, 1.88 mmol) were combined and dissolved in acetonitrile (15 mL). The palladium catalyst, bistriphenylphosphinedichloropalladium (II) (0.66 g, 0.09 mmol) was added and the reaction was warmed to 85° C. under nitrogen for 20 hours. The reaction was cooled to room temperature and diluted with water (15 mL) before passing the mixture through celite. The pad of celite was was...